From a dataset of the Open Reaction Database (ORD), a public repository of structured organic reaction records. describe an organic reaction: reactants, conditions, products, and yield Reactants: N[C@@H](C(C)C)C(=O)N[C@@H]([C@H](OC(C)(C)C)C)C(=O)OC(C)(C)C.Cl (H-Val-Thr(But)-OBut.HCl), C1=CC=C(C=C1)COC(=O)CC[C@@H](C(=O)O)NC(=O)OCC2=CC=CC=C2 (Z-Glu-(OBzl)-OH), C1CCC(CC1)N=C=NC2CCCCC2 (DCC), C=1C=CC2=C(C1)N=NN2O (HOBt). Solvent: CN(C=O)C (dimethylformamide). Run at time 6 hour. The product is N([C@@H](CCC(OCC1=CC=CC=C1)=O)C(=O)N[C@@H](C(C)C)C(=O)N[C@@H]([C@H](OC(C)(C)C)C)C(=O)OC(C)(C)C)C(=O)OCC1=CC=CC=C1 (Z-Glu(OBzl)-Val-Thr(But)-OBut). As a reaction SMILES: [NH2:1][C@H:2]([C:6]([NH:8][C@H:9]([C:17]([O:19][C:20]([CH3:23])([CH3:22])[CH3:21])=[O:18])[C@@H:10]([CH3:16])[O:11][C:12]([CH3:15])([CH3:14])[CH3:13])=[O:7])[CH:3]([CH3:5])[CH3:4].Cl.[CH:25]1[CH:30]=[CH:29][C:28]([CH2:31][O:32][C:33]([CH2:35][CH2:36][C@H:37]([NH:41][C:42]([O:44][CH2:45][C:46]2[CH:51]=[CH:50][CH:49]=[CH:48][CH:47]=2)=[O:43])[C:38](O)=[O:39])=[O:34])=[CH:27][CH:26]=1.C1CCC(N=C=NC2CCCCC2)CC1.C1C=CC2N(O)N=NC=2C=1>CN(C)C=O>[NH:41]([C:42]([O:44][CH2:45][C:46]1[CH:51]=[CH:50][CH:49]=[CH:48][CH:47]=1)=[O:43])[C@H:37]([C:38]([NH:1][C@H:2]([C:6]([NH:8][C@H:9]([C:17]([O:19][C:20]([CH3:23])([CH3:22])[CH3:21])=[O:18])[C@@H:10]([CH3:16])[O:11][C:12]([CH3:13])([CH3:14])[CH3:15])=[O:7])[CH:3]([CH3:5])[CH3:4])=[O:39])[CH2:36][CH2:35][C:33](=[O:34])[O:32][CH2:31][C:28]1[CH:29]=[CH:30][CH:25]=[CH:26][CH:27]=1 |f:0.1|. Procedure: 25.7 g of H-Val-Thr(But)-OBut.HCl are reacted, in 250 ml of dimethylformamide, with 26.0 g of Z-Glu-(OBzl)-OH and 15 g of DCC in the presence of 9.5 g of HOBt. After stirring for 6 hours the mixture is filtered and the filtrate is evaporated to dryness in vacuo. The residue is taken up in ethyl acetate, the solution is washed as described under (A) and, after drying and evaporating off the solvent, 37.3 g of the title compound are obtained with a melting point of 140°-144° (decomposition). Eleme... The solvent is C(C)O (ethanol). The product is C(=O)(O)C1=CC=C(O1)C1=NNC2=CC=CC=C12 (3-(5-Carboxy-2-furyl)indazole). Starting materials: FC1=C(C(=O)C2=CC=C(O2)C(=O)O)C=CC=C1 (5-(2-fluorobenzoyl)furan-2-carboxylic acid), C(C1=CC=CC=C1)(=O)NN (benzhydrazide), CC(C)([O-])C.[K+] (potassium tert-butoxide). Reaction SMILES: F[C:2]1[CH:17]=[CH:16][CH:15]=[CH:14][C:3]=1[C:4]([C:6]1[O:10][C:9]([C:11]([OH:13])=[O:12])=[CH:8][CH:7]=1)=O.C([NH:26][NH2:27])(=O)C1C=CC=CC=1.CC(C)([O-])C.[K+]>C(O)(=O)C.C(O)C>[C:11]([C:9]1[O:10][C:6]([C:4]2[C:3]3[C:2](=[CH:17][CH:16]=[CH:15][CH:14]=3)[NH:27][N:26]=2)=[CH:7][CH:8]=1)([OH:13])=[O:12] |f:2.3|. Reagents/catalysts: C(C)(=O)O (acetic acid). Procedure details: 2.5 g (11 mmol) of 5-(2-fluorobenzoyl)furan-2-carboxylic acid, 3.28 g (24 mmol) of benzhydrazide and 2 drops of glacial acetic acid in 50 ml of ethanol were heated under reflux for 10 h. The mixture was subsequently concentrated using a rotary evaporator and the residue was taken up in water, made alkaline using 2 N NaHCO3 solution and extracted with ethyl acetate. The aqueous phase was made acidic using 2N hydrochloric acid and extracted with ethyl acetate. The combined organic phases were drie... Starting materials: COC(=O)C(Cc1ccc2nc(-c3c(Cl)cccc3Cl)ccc2c1)NC(=O)OC(C)(C)C, ClCCl, O=C(O)C(F)(F)F. Product: COC(=O)C(N)Cc1ccc2nc(-c3c(Cl)cccc3Cl)ccc2c1. As a reaction SMILES: [C:1]([O:2][C:3](=[O:4])[NH:8][CH:9]([C:10](=[O:11])[O:12][CH3:13])[CH2:14][c:15]1[cH:16][c:17]2[cH:18][cH:19][c:20](-[c:25]3[c:26]([Cl:32])[cH:27][cH:28][cH:29][c:30]3[Cl:31])[n:21][c:22]2[cH:23][cH:24]1)([CH3:5])([CH3:6])[CH3:7].[Cl:40][CH2:41][Cl:42].[F:33][C:34]([F:35])([F:36])[C:37]([OH:38])=[O:39]>>[NH2:8][CH:9]([C:10](=[O:11])[O:12][CH3:13])[CH2:14][c:15]1[cH:16][c:17]2[cH:18][cH:19][c:20](-[c:25]3[c:26]([Cl:32])[cH:27][cH:28][cH:29][c:30]3[Cl:31])[n:21][c:22]2[cH:23][cH:24]1. Yield: 45.0%. Reported procedure: To a solution of (2-chloro-8-methylquinolin-3-yl)methanol (250 mg, 1.21 mmol) in DME (4 mL) and water (1 mL) was added 2-chloro-6-fluorophenylboronic acid (230 mg, 1.32 mmol), potassium phosphate tribasic (306 mg, 1.44 mmol), potassium hydrogenfluoride (188 mg, 2.4 mmol) and Pd(PPh3)4 (69 mg, 0.06 mmol). The reaction mixture was heated to 120° C. under microwave irradiation for 1 h. The product was diluted with EtOAc (30 mL) and washed with water (10 mL). The organic layer was separated, dried (... As a reaction SMILES: Cl[C:2]1[C:11]([CH2:12]O)=[CH:10][C:9]2[C:4](=[C:5]([CH3:14])[CH:6]=[CH:7][CH:8]=2)[N:3]=1.[Cl:15][C:16]1[CH:21]=[CH:20][CH:19]=[C:18]([F:22])[C:17]=1B(O)O.[O-]P([O-])([O-])=O.[K+].[K+].[K+].F.[K].P(Br)(Br)Br.C([O-])([O-])=O.[K+].[K+].[SH:46][C:47]1[N:55]=[CH:54][N:53]=[C:52]2[C:48]=1[NH:49][CH:50]=[N:51]2>COCCOC.O.CCOC(C)=O.C(Cl)Cl.CN(C=O)C.C1C=CC([P]([Pd]([P](C2C=CC=CC=2)(C2C=CC=CC=2)C2C=CC=CC=2)([P](C2C=CC=CC=2)(C2C=CC=CC=2)C2C=CC=CC=2)[P](C2C=CC=CC=2)(C2C=CC=CC=2)C2C=CC=CC=2)(C2C=CC=CC=2)C2C=CC=CC=2)=CC=1>[Cl:15][C:16]1[CH:21]=[CH:20][CH:19]=[C:18]([F:22])[C:17]=1[C:2]1[C:11]([CH2:12][S:46][C:47]2[N:55]=[CH:54][N:53]=[C:52]3[C:48]=2[NH:49][CH:50]=[N:51]3)=[CH:10][C:9]2[C:4](=[C:5]([CH3:14])[CH:6]=[CH:7][CH:8]=2)[N:3]=1 |f:2.3.4.5,6.7,9.10.11,^1:34,80,82,101,120|. Reaction conditions: temperature 120 celsius, time 3 hour. Reagents/catalysts: C=1C=CC(=CC1)[P](C=2C=CC=CC2)(C=3C=CC=CC3)[Pd]([P](C=4C=CC=CC4)(C=5C=CC=CC5)C=6C=CC=CC6)([P](C=7C=CC=CC7)(C=8C=CC=CC8)C=9C=CC=CC9)[P](C=1C=CC=CC1)(C=1C=CC=CC1)C=1C=CC=CC1 (Pd(PPh3)4). Solvent: CN(C)C=O (DMF), COCCOC (DME), O (water), CCOC(=O)C (EtOAc), CCOC(=O)C (EtOAc), C(Cl)Cl (DCM). Reactants: C(=O)([O-])[O-].[K+].[K+] (K2CO3), SC1=C2NC=NC2=NC=N1 (6-mercaptopurine), ClC1=NC2=C(C=CC=C2C=C1CO)C ((2-chloro-8-methylquinolin-3-yl)methanol), ClC1=C(C(=CC=C1)F)B(O)O (2-chloro-6-fluorophenylboronic acid), [O-]P(=O)([O-])[O-].[K+].[K+].[K+] (potassium phosphate tribasic), F.[K] (potassium hydrogenfluoride), solid, P(Br)(Br)Br (phosphorus tribromide). Product: ClC1=C(C(=CC=C1)F)C1=NC2=C(C=CC=C2C=C1CSC1=C2NC=NC2=NC=N1)C (2-(2-Chloro-6-fluorophenyl)-8-methyl-3-[(7H-purin-6-ylthio)methyl]quinoline). Starting materials: CC(C)C[C@H]1C(=O)N2CCC[C@H]2[C@]3(N1C(=O)[C@](O3)(C(C)C)NC(=O)[C@H]4CN([C@@H]5CC6=CNC7=C6C(=CC=C7)C5=C4)C)O (ergocryptine), CC(C)[C@H]1C(=O)N2CCC[C@H]2[C@]3(N1C(=O)[C@](O3)(C(C)C)NC(=O)[C@H]4CN([C@@H]5CC6=CNC7=C6C(=CC=C7)C5=C4)C)O.CC(C)C[C@H]1C(=O)N2CCC[C@H]2[C@]3(N1C(=O)[C@](O3)(C(C)C)NC(=O)[C@H]4CN([C@@H]5CC6=CNC7=C6C(=CC=C7)C5=C4)C)O (ergocornine ergocryptine), CC(C)[C@H]1C(=O)N2CCC[C@H]2[C@]3(N1C(=O)[C@](O3)(C(C)C)NC(=O)[C@H]4CN([C@@H]5CC6=CNC7=C6C(=CC=C7)C5=C4)C)O (Ergocornine). Product: CC(C)C[C@H]1C(=O)N2CCC[C@H]2[C@]3(N1C(=O)[C@](O3)(C(C)C)NC(=O)[C@H]4CN([C@@H]5CC6=CNC7=C6C(=CC=C7)C5=C4)C)O (α-ergocryptine), CC[C@H](C)[C@@H]1C(=O)N2CCC[C@H]2[C@]3(N1C(=O)[C@](O3)(C(C)C)NC(=O)[C@H]4CN([C@@H]5CC6=CNC7=CC=CC(=C67)C5=C4)C)O (β-ergocryptine). RXN SMILES: [CH3:1][CH:2]([C@@H:4]1[N:13]2[C:14]([C@@:16]([NH:21][C:22]([C@@H:24]3[CH:39]=[C:38]4[C@@H:27]([CH2:28][C:29]5[C:33]6[C:34]4=[CH:35][CH:36]=[CH:37][C:32]=6[NH:31][CH:30]=5)[N:26]([CH3:40])[CH2:25]3)=[O:23])([CH:18]([CH3:20])[CH3:19])[O:17][C@@:12]2([OH:41])[C@H:11]2[N:7]([CH2:8][CH2:9][CH2:10]2)[C:5]1=[O:6])=[O:15])[CH3:3].[CH3:42][CH:43]([CH2:45][C@@H:46]1[N:55]2[C:56]([C@@:58]([NH:63][C:64]([C@@H:66]3[CH:81]=[C:80]4[C@@H:69]([CH2:70][C:71]5[C:75]6[C:76]4=[CH:77][CH:78]=[CH:79][C:74]=6[NH:73][CH:72]=5)[N:68]([CH3:82])[CH2:67]3)=[O:65])([CH:60]([CH3:62])[CH3:61])[O:59][C@@:54]2([OH:83])[C@H:53]2[N:49]([CH2:50][CH2:51][CH2:52]2)[C:47]1=[O:48])=[O:57])[CH3:44].[CH3:84]C([C@@H]1N2C([C@@](NC([C@@H]3C=C4[C@@H](CC5C6C4=CC=CC=6NC=5)N(C)C3)=O)(C(C)C)O[C@@]2(O)[C@H]2N(CCC2)C1=O)=O)C.CC(C[C@@H]1N2C([C@@](NC([C@@H]3C=C4[C@@H](CC5C6C4=CC=CC=6NC=5)N(C)C3)=O)(C(C)C)O[C@@]2(O)[C@H]2N(CCC2)C1=O)=O)C>>[CH3:44][CH:43]([CH2:45][C@@H:46]1[N:55]2[C:56]([C@@:58]([NH:63][C:64]([C@@H:66]3[CH:81]=[C:80]4[C@@H:69]([CH2:70][C:71]5[C:75]6[C:76]4=[CH:77][CH:78]=[CH:79][C:74]=6[NH:73][CH:72]=5)[N:68]([CH3:82])[CH2:67]3)=[O:65])([CH:60]([CH3:61])[CH3:62])[O:59][C@@:54]2([OH:83])[C@H:53]2[N:49]([CH2:50][CH2:51][CH2:52]2)[C:47]1=[O:48])=[O:57])[CH3:42].[CH3:84][CH2:3][C@@H:2]([C@H:4]1[N:13]2[C:14]([C@@:16]([NH:21][C:22]([C@@H:24]3[CH:39]=[C:38]4[C@@H:27]([CH2:28][C:29]5[C:33]6[C:32](=[CH:37][CH:36]=[CH:35][C:34]=64)[NH:31][CH:30]=5)[N:26]([CH3:40])[CH2:25]3)=[O:23])([CH:18]([CH3:19])[CH3:20])[O:17][C@@:12]2([OH:41])[C@H:11]2[N:7]([CH2:8][CH2:9][CH2:10]2)[C:5]1=[O:6])=[O:15])[CH3:1] |f:0.1|. Procedure: According to the spectrum of the produced alkaloids, the new strain belongs to the chemical rage ergocornine-ergocryptine. Ergocornine and ergocryptine in the weight ratio of approximately 1:1 are the main alkaloids contained in both the parasitic ergot sclerotia and the mycelium of saprophytic culture. The ergocryptine component is formed by α-ergocryptine and β-ergocryptine in parasitic sclerotia in a weight ratio of approximately 2:1 to 1:1, and in saprophytic mycelium without precursoring in... Starting materials: BrC1=C(C=CC=C1)CC(CC(F)(F)F)=O (1-(2-bromophenyl)-4,4,4-trifluorobutan-2-one), [BH4-].[Na+] (NaBH4). The solvent is CO (MeOH). Run at time 1 hour. Yields the product BrC1=C(C=CC=C1)CC(CC(F)(F)F)O (1-(2-bromophenyl)-4,4,4-trifluorobutan-2-ol). RXN SMILES: [Br:1][C:2]1[CH:7]=[CH:6][CH:5]=[CH:4][C:3]=1[CH2:8][C:9](=[O:15])[CH2:10][C:11]([F:14])([F:13])[F:12].[BH4-].[Na+]>CO>[Br:1][C:2]1[CH:7]=[CH:6][CH:5]=[CH:4][C:3]=1[CH2:8][CH:9]([OH:15])[CH2:10][C:11]([F:13])([F:14])[F:12] |f:1.2|. Procedure details: To a solution of 1-(2-bromophenyl)-4,4,4-trifluorobutan-2-one (7.0 g, 24.9 mmol) in MeOH (150 ml) was added NaBH4 (1.23 g, 32.3 mmol) at 0° C. and stirred for 1 h at RT. Then the reaction mixture was quenched with MeOH and concentrated under reduced pressure to afford crude compound. The title compound was purified by separation methods A, E and H. (Yield 1.6 g of Enantiomer-1 and 1.4 g-Enantiomer-2). The enantiomer-1 showed up at tr=5.67 min and enantiomer-2 showed up at tr=9.57 min with Chiral... Reactants: CN(C)S(=O)(=O)n1cnc(Br)c1, Cc1ccccc1, [Na+], [Na+], O=C([O-])[O-], O, OB(O)c1ccc(F)cc1, [Pd], c1ccc(P(c2ccccc2)c2ccccc2)cc1, c1ccc(P(c2ccccc2)c2ccccc2)cc1, c1ccc(P(c2ccccc2)c2ccccc2)cc1, c1ccc(P(c2ccccc2)c2ccccc2)cc1. The product is CN(C)S(=O)(=O)n1cnc(-c2ccc(F)cc2)c1. As a reaction SMILES: [CH3:1][N:2]([S:3](=[O:4])(=[O:5])[n:6]1[cH:7][n:8][c:9]([Br:11])[cH:10]1)[CH3:12].[CH3:29][c:30]1[cH:31][cH:32][cH:33][cH:34][cH:35]1.[Na+:23].[Na+:24].[O-:25][C:26](=[O:27])[O-:28].[OH2:113].[OH:13][B:14]([OH:15])[c:16]1[cH:17][cH:18][c:19]([F:20])[cH:21][cH:22]1.[Pd:36].[c:37]1([P:38]([c:39]2[cH:40][cH:41][cH:42][cH:43][cH:44]2)[c:45]2[cH:46][cH:47][cH:48][cH:49][cH:50]2)[cH:51][cH:52][cH:53][cH:54][cH:55]1.[c:56]1([P:57]([c:58]2[cH:59][cH:60][cH:61][cH:62][cH:63]2)[c:64]2[cH:65][cH:66][cH:67][cH:68][cH:69]2)[cH:70][cH:71][cH:72][cH:73][cH:74]1.[c:75]1([P:76]([c:77]2[cH:78][cH:79][cH:80][cH:81][cH:82]2)[c:83]2[cH:84][cH:85][cH:86][cH:87][cH:88]2)[cH:89][cH:90][cH:91][cH:92][cH:93]1.[c:94]1([P:95]([c:96]2[cH:97][cH:98][cH:99][cH:100][cH:101]2)[c:102]2[cH:103][cH:104][cH:105][cH:106][cH:107]2)[cH:108][cH:109][cH:110][cH:111][cH:112]1>>[CH3:1][N:2]([S:3](=[O:4])(=[O:5])[n:6]1[cH:7][n:8][c:9](-[c:16]2[cH:17][cH:18][c:19]([F:20])[cH:21][cH:22]2)[cH:10]1)[CH3:12]. Starting materials: O=[N+]([O-])c1ncccc1Br, C=C[Sn](CCCC)(CCCC)CCCC, CCCC[N+](CCCC)(CCCC)CCCC, CC#N, [Cl-]. The product is C=Cc1cccnc1[N+](=O)[O-]. RXN SMILES: [Br:1][c:2]1[c:3]([N+:8](=[O:9])[O-:10])[n:4][cH:5][cH:6][cH:7]1.[CH2:11]([CH2:12][CH2:24][CH3:25])[Sn:13]([CH2:14][CH2:15][CH2:16][CH3:17])([CH2:18][CH2:19][CH2:20][CH3:21])[CH:22]=[CH2:23].[CH3:27][CH2:28][CH2:29][CH2:30][N+:31]([CH2:32][CH2:33][CH2:34][CH3:35])([CH2:36][CH2:37][CH2:38][CH3:39])[CH2:40][CH2:41][CH2:42][CH3:43].[CH3:44][C:45]#[N:46].[Cl-:26]>>[c:2]1([CH:11]=[CH2:12])[c:3]([N+:8](=[O:9])[O-:10])[n:4][cH:5][cH:6][cH:7]1.